From a dataset of the Open Reaction Database (ORD), a public repository of structured organic reaction records. describe an organic reaction: reactants, conditions, products, and yield Reactants: C1(=CC=CC=C1)O (Phenol), C(=O)([O-])[O-].[Cs+].[Cs+] (Cs2CO3), BrC(C(=O)OCC)C (ethyl 2-bromopropionate). Solvent: CN(C)C=O (DMF). Reaction conditions: temperature 90 celsius, time 16 hour. The product is C(C)OC(C(C)OC1=CC=CC=C1)=O (2-Phenoxypropionic Acid Ethyl Ester). Yield: 83.2%. Reaction SMILES: [C:1]1([OH:7])[CH:6]=[CH:5][CH:4]=[CH:3][CH:2]=1.C([O-])([O-])=O.[Cs+].[Cs+].Br[CH:15]([CH3:21])[C:16]([O:18][CH2:19][CH3:20])=[O:17]>CN(C=O)C>[CH2:19]([O:18][C:16](=[O:17])[CH:15]([O:7][C:1]1[CH:6]=[CH:5][CH:4]=[CH:3][CH:2]=1)[CH3:21])[CH3:20] |f:1.2.3|. Procedure: Phenol (28.5 g, 0.30 mol), Cs2CO3 (197.0 g, 0.61 mol), and ethyl 2-bromopropionate (54.3 g, 0.30 mol) were combined in anhydrous DMF (1000 mL) and stirred at 90° C. under an atmosphere of nitrogen. After 16 h, the DMF was removed in vacuo. The residue was dissolved in ethyl acetate (300 mL) and washed twice with water and once with brine. The organic layer was dried over Na2SO4 and concentrated in vacuo to produce a golden oil (48.5 g, 83%) 1H NMR (250 MHz, CDCl3): δ 7.31 (d, 2H, J=7.8), 7.02 (t... Reactants: Cl (hydrochloric acid), N1C[C@H](CCC1)CO ((3S)-3-piperidylmethanol), C1(CCCCC1)C=O (cyclohexanecarbaldehyde), C(C)(=O)O[BH-](OC(C)=O)OC(C)=O.[Na+] (sodium triacetoxyborohydride). Solvent: O1CCCC1 (tetrahydrofuran), C(C)(=O)O (acetic acid). Reaction conditions: time 21 hour. Product: C1(CCCCC1)CN1C[C@H](CCC1)CO (((3S)-1-cyclohexylmethyl-3-piperidyl)methanol). The yield is 59.9%. RXN SMILES: [NH:1]1[CH2:6][CH2:5][CH2:4][C@H:3]([CH2:7][OH:8])[CH2:2]1.[CH:9]1([CH:15]=O)[CH2:14][CH2:13][CH2:12][CH2:11][CH2:10]1.C(O[BH-](OC(=O)C)OC(=O)C)(=O)C.[Na+].Cl>O1CCCC1.C(O)(=O)C>[CH:9]1([CH2:15][N:1]2[CH2:6][CH2:5][CH2:4][C@H:3]([CH2:7][OH:8])[CH2:2]2)[CH2:14][CH2:13][CH2:12][CH2:11][CH2:10]1 |f:2.3|. Procedure details: To a solution of 900 mg of (3S)-3-piperidylmethanol in 60 ml of tetrahydrofuran, 1.05 g of cyclohexanecarbaldehyde, 0.54 ml of acetic acid and 2.5 g of sodium triacetoxyborohydride were successively added at room temperature by the order stated, followed by 21 hours' stirring at the same temperature. The reaction liquid was rendered acidic with 1N hydrochloric acid and washed with chloroform. The aqueous layer was rendered basic with 4N aqueous sodium hydroxide solution, followed by extraction w... The reactants are CN(C)C=O, C=C1CC(C#N)(COS(C)(=O)=O)C1, N#C[K], O. Product: C=C1CC(C#N)(CC#N)C1. Reaction SMILES: [CH3:17][N:18]([CH3:19])[CH:20]=[O:21].[CH3:1][S:2]([O:3][CH2:6][C:7]1([C:12]#[N:13])[CH2:8][C:9](=[CH2:11])[CH2:10]1)(=[O:4])=[O:5].[K:14][C:15]#[N:16].[OH2:22]>>[CH2:6]([C:7]1([C:12]#[N:13])[CH2:8][C:9](=[CH2:11])[CH2:10]1)[C:15]#[N:16]. Reactants: NC=1C(=C(C(=CC1)Cl)S(=O)(=O)N)O (3-amino-6-chloro-2-hydroxybenzenesulfonamide), C(C)(CC)N=C=O (sec-butyl isocyanate). Solvent: CN(C=O)C (N,N-dimethyl-formamide). The product is NS(=O)(=O)C=1C(=C(C=CC1Cl)NC(=O)NC(C)CC)O (N-(3-aminosulfonyl-4-chloro-2-hydroxyphenyl)-N′-sec-butyl urea). Yield: 53.9%. Reaction SMILES: [NH2:1][C:2]1[C:3]([OH:13])=[C:4]([S:9]([NH2:12])(=[O:11])=[O:10])[C:5]([Cl:8])=[CH:6][CH:7]=1.[CH:14]([N:18]=[C:19]=[O:20])([CH2:16][CH3:17])[CH3:15]>CN(C)C=O>[NH2:12][S:9]([C:4]1[C:3]([OH:13])=[C:2]([NH:1][C:19]([NH:18][CH:14]([CH2:16][CH3:17])[CH3:15])=[O:20])[CH:7]=[CH:6][C:5]=1[Cl:8])(=[O:11])=[O:10]. Reported procedure: A solution of 3-amino-6-chloro-2-hydroxybenzenesulfonamide (200 mg, 0.90 mmol) and sec-butyl isocyanate (102 μL, 0.90 mmol) in 1.5 mL of N,N-dimethyl-formamide was stirred at room temperature for 20 hours. Purification upon column chromatograph on silica gel, eluting with ethyl acetate/hexane (40/60, v/v), gave the desired product (156 mg, 54%). LC-MS 322.2 (M+). Product: ClC=1C=CC=2N=C(N=C(C2N1)OC(C)C)N (6-chloro-4-(2-propoxy)-pyrido[3,2-d]pyrimidin-2-ylamine). Reactants: CC(C)([O-])C.[K+] (Potassium tert-butoxide), ClC=1C=CC=2N=C(N=C(C2N1)N1N=CN=C1)N (6-chloro-4-[1,2,4]triazol-1-yl-pyrido[3,2-d]pyrimidin-2-ylamine), CC(C)O (2-propanol). Reaction SMILES: [CH3:1][C:2](C)([O-:4])[CH3:3].[K+].[Cl:7][C:8]1[CH:9]=[CH:10][C:11]2[N:12]=[C:13]([NH2:23])[N:14]=[C:15](N3C=NC=N3)[C:16]=2[N:17]=1.CC(O)C>C(Cl)Cl>[Cl:7][C:8]1[CH:9]=[CH:10][C:11]2[N:12]=[C:13]([NH2:23])[N:14]=[C:15]([O:4][CH:2]([CH3:3])[CH3:1])[C:16]=2[N:17]=1 |f:0.1|. Yield: 67.0%. Solvent: C(Cl)Cl (DCM), C(Cl)Cl (DCM). Procedure: Potassium tert-butoxide (4.0 mL; 1M in THF) was added to a suspension of 6-chloro-4-[1,2,4]triazol-1-yl-pyrido[3,2-d]pyrimidin-2-ylamine (1.0 g) and 2-propanol (0.313 mL) in DCM (50 mL). After stirring at room temperature for 30 minutes, the mixture was diluted with DCM (100 mL) and washed with brine. The organic layer was dried over Na2SO4 and concentrated to afford 6-chloro-4-(2-propoxy)-pyrido[3,2-d]pyrimidin-2-ylamine as a yellow solid (0.65 g, yield: 67%) which was characterized by its mass... Run at time 30 minute. Reactants: S(=O)(=O)([O-])S(=O)[O-].[Na+].[Na+] (sodium metabisulfite), [Cl-] (chloride), [Cl-] (chloride), C(Cl)C1CO1 (epichlorohydrin), [OH-].[Na+] (NaOH). Solvent: O (water). Product: ClCC(CS(=O)(=O)[O-])O.[Na+] (Sodium-3-Chloro-2-Hydroxypropane Sulfonate). Yield: 50.0%. RXN SMILES: [S:1](S([O-])=O)([O-:4])(=[O:3])=[O:2].[Na+:8].[Na+].[CH2:10]([CH:12]1[O:14][CH2:13]1)[Cl:11].[OH-].[Na+].[Cl-]>O>[Cl:11][CH2:10][CH:12]([OH:14])[CH2:13][S:1]([O-:4])(=[O:3])=[O:2].[Na+:8] |f:0.1.2,4.5,8.9|. Procedure: The title alkylating agent was made by reacting sodium metabisulfite (104.5 g) with epichlorohydrin (101.8 g) in water (481 g). To this solution of alkylating agent at 50°-60° C. was added the product from Part A (157 g). This mixture was stirred and heated to 85°-90° C. Reaction was continued with the pH maintained in the range 8 to 9 by the incremental addition of 50% aqueous NaOH. Reaction was continued until the pH had stabilized and the ratio of ionic chloride to total chloride exceeded 0.9... Starting materials: C(C(C)C)N1C(N(C(C=2C1=CN(C2)CC2=CC=C(C=C2)OC)=O)C)=O (1-isobutyl-6-(4-methoxybenzyl)-3-methyl-1H-pyrrolo[3,4-d]pyrimidine-2,4(3H,6H)-dione), ClC(C(Cl)(Cl)Cl)(Cl)Cl (hexachloro ethane), [Li+].C[Si](C)(C)[N-][Si](C)(C)C (LiHMDS). Solvent: C1CCOC1 (THF), C1CCOC1 (THF). Product: ClC=1N(C=C2N(C(N(C(C21)=O)C)=O)CC(C)C)CC2=CC=C(C=C2)OC (5-chloro-1-isobutyl-6-(4-methoxybenzyl)-3-methyl-1H-pyrrolo[3,4-d]pyrimidine-2,4(3H,6H)-dione). Yield: 53.2%. As a reaction SMILES: [CH2:1]([N:5]1[C:10]2=[CH:11][N:12]([CH2:14][C:15]3[CH:20]=[CH:19][C:18]([O:21][CH3:22])=[CH:17][CH:16]=3)[CH:13]=[C:9]2[C:8](=[O:23])[N:7]([CH3:24])[C:6]1=[O:25])[CH:2]([CH3:4])[CH3:3].[Cl:26]C(Cl)(Cl)C(Cl)(Cl)Cl.[Li+].C[Si]([N-][Si](C)(C)C)(C)C>C1COCC1>[Cl:26][C:13]1[N:12]([CH2:14][C:15]2[CH:20]=[CH:19][C:18]([O:21][CH3:22])=[CH:17][CH:16]=2)[CH:11]=[C:10]2[C:9]=1[C:8](=[O:23])[N:7]([CH3:24])[C:6](=[O:25])[N:5]2[CH2:1][CH:2]([CH3:4])[CH3:3] |f:2.3|. Reported procedure: 1-isobutyl-6-(4-methoxybenzyl)-3-methyl-1H-pyrrolo[3,4-d]pyrimidine-2,4(3H,6H)-dione (106 mg, 0.3 mmol) and hexachloro ethane (368 mg, 1.55 mmol) are dissolved in anhydrous THF, and then 1.0M LiHMDS in THF (0.6 mL, 0.6 mmol) is added dropwise. The reaction mixture is stirred at room temperature for an hour, and then quenched with saturated ammonium chloride aqueous solution. The mixture is purified by silica-gel column chromatography to give 60 mg of pure product (yield: 51%). MS (ESI) m/z 376.1... Reactants: CC1=CC=C(CNC(N(C2=CC=C(C=C2)C)CC(=O)OCC)=O)C=C1 (Ethyl 2-[3-(4-methylbenzyl)-1-p-tolylureido]acetate), [H-].[Na+] (NaH). The solvent is C1CCOC1 (THF), C1CCOC1 (THF). Conditions: time 18 hour. The product is CC1=CC=C(CN2C(N(CC2=O)C2=CC=C(C=C2)C)=O)C=C1 (3-(4-methylbenzyl)-1-p-tolylimidazolidine-2,4-dione). The yield is 93.0%. As a reaction SMILES: [CH3:1][C:2]1[CH:25]=[CH:24][C:5]([CH2:6][NH:7][C:8](=[O:23])[N:9]([CH2:17][C:18](OCC)=[O:19])[C:10]2[CH:15]=[CH:14][C:13]([CH3:16])=[CH:12][CH:11]=2)=[CH:4][CH:3]=1.[H-].[Na+]>C1COCC1>[CH3:1][C:2]1[CH:25]=[CH:24][C:5]([CH2:6][N:7]2[C:18](=[O:19])[CH2:17][N:9]([C:10]3[CH:15]=[CH:14][C:13]([CH3:16])=[CH:12][CH:11]=3)[C:8]2=[O:23])=[CH:4][CH:3]=1 |f:1.2|. Procedure details: Ethyl bromoacetate (4.0 g, 30.0 mmol) was added to a solution of p-toluidine (2.1 g, 20 mmol) and sodium acetate (2.1 g, 26 mmol) in ethanol (26 mL). The resulting solution was warmed to 80° C. and stirred for 1 h before being cooled to room temperature. The reaction was quenched with water (20 mL) and the aqueous fraction extracted with ethyl acetate (3×20 mL). The organic fractions were combined, dried (MgSO4) and filtered, and the solvent was removed under reduced pressure. Silica chromatogra... Reactants: [Br-], Oc1ccc(Br)cc1, CCCC[N+](CCCC)(CCCC)CCCC, Cc1ccccc1, O=[N+]([O-])c1ccc(Cl)nc1, Cl, [Na+], [OH-], O. Product: O=[N+]([O-])c1ccc(Oc2ccc(Br)cc2)nc1. As a reaction SMILES: [Br-:22].[Br:1][c:2]1[cH:3][cH:4][c:5]([OH:8])[cH:6][cH:7]1.[CH3:23][CH2:24][CH2:25][CH2:26][N+:27]([CH2:28][CH2:29][CH2:30][CH3:31])([CH2:32][CH2:33][CH2:34][CH3:35])[CH2:36][CH2:37][CH2:38][CH3:39].[CH3:41][c:42]1[cH:43][cH:44][cH:45][cH:46][cH:47]1.[Cl:11][c:12]1[n:13][cH:14][c:15]([N+:18](=[O:19])[O-:20])[cH:16][cH:17]1.[ClH:21].[Na+:10].[OH-:9].[OH2:40]>>[Br:1][c:2]1[cH:3][cH:4][c:5]([O:8][c:12]2[n:13][cH:14][c:15]([N+:18](=[O:19])[O-:20])[cH:16][cH:17]2)[cH:6][cH:7]1.